From a dataset of the Open Reaction Database (ORD), a public repository of structured organic reaction records. describe an organic reaction: reactants, conditions, products, and yield Reaction conditions: time 8 hour. Reactants: ClC1=NSN=C1Cl (3,4-Dichloro-1,2,5-thiadiazole), N1=CC=C(C=C1)CO (4-pyridine methanol), CC(C)([O-])C.[K+] (potassium t-butoxide). RXN SMILES: [Cl:1][C:2]1[C:6](Cl)=[N:5][S:4][N:3]=1.[N:8]1[CH:13]=[CH:12][C:11]([CH2:14][OH:15])=[CH:10][CH:9]=1.CC(C)([O-])C.[K+]>C(O)(C)(C)C.O.Cl>[Cl:1][C:2]1[C:6]([O:15][CH2:14][C:11]2[CH:12]=[CH:13][N:8]=[CH:9][CH:10]=2)=[N:5][S:4][N:3]=1 |f:2.3|. Procedure details: 3,4-Dichloro-1,2,5-thiadiazole (2.00 mL, 21.3 mmol) was dissolved in 70 mL of t-butanol along with 4-pyridine methanol (1.05 g, 9.62 mmol). 30 mL of 1.0 M potassium t-butoxide (30 mmol) was added and the reaction was stirred at room temperature overnight. The reaction was diluted with 100 mL of water and neutralized with 1.0 M HCl. The product was extracted 3 times with 100 mL portions of ethyl acetate. The combined organic fractions were dried with magnesium sulfate and concentrated under vacuu... Run in O (water), Cl (HCl), C(C)(C)(C)O (t-butanol). Isolated yield 37.5%. The product is ClC=1C(=NSN1)OCC1=CC=NC=C1 (4-(4-chloro-[1,2,5]thiadiazol-3-yloxymethyl)-pyridine). The reactants are COC=1C=C(C=C(C1OC)OC)NC=1N=NC(=CN1)C(C)NC(=O)C=1NC2=CC=CC=C2C1 (N-(1-{3-[(3,4,5-trimethoxyphenyl)amino]-1,2,4-triazin-6-yl}ethyl)-1H-indole-2-carboxamide), P(=O)(Cl)(Cl)Cl (phosphorous oxychloride), COC=1C=C(C=C(C1OC)OC)NC=1N=NC(=CN1)C(C)NC(=O)C=1NC2=CC=CC=C2C1 (N-(1-{3-[(3,4,5-trimethoxyphenyl)amino]-1,2,4-triazin-6-yl}ethyl)-1H-indole-2-carboxamide), N1N=CN=C1 (1,2,4-triazole). Run in N1=CC=CC=C1 (pyridine). Yields the product N1C(=CC2=CC=CC=C12)C1=NC(=C2C=NC(=NN21)NC2=CC(=C(C(=C2)OC)OC)OC)C (7-(1H-indol-2-yl)-5-methyl-N-(3,4,5-trimethoxyphenyl)imidazo[5,1-f][1,2,4]triazin-2-amine). Yield: 60.6%. Reaction SMILES: [CH3:1][O:2][C:3]1[CH:4]=[C:5]([NH:13][C:14]2[N:15]=[N:16][C:17]([CH:20]([NH:22][C:23]([C:25]3[NH:26][C:27]4[C:32]([CH:33]=3)=[CH:31][CH:30]=[CH:29][CH:28]=4)=O)[CH3:21])=[CH:18][N:19]=2)[CH:6]=[C:7]([O:11][CH3:12])[C:8]=1[O:9][CH3:10].N1C=NC=N1.P(Cl)(Cl)(Cl)=O>N1C=CC=CC=1>[NH:26]1[C:27]2[C:32](=[CH:31][CH:30]=[CH:29][CH:28]=2)[CH:33]=[C:25]1[C:23]1[N:16]2[C:17]([CH:18]=[N:19][C:14]([NH:13][C:5]3[CH:4]=[C:3]([O:2][CH3:1])[C:8]([O:9][CH3:10])=[C:7]([O:11][CH3:12])[CH:6]=3)=[N:15]2)=[C:20]([CH3:21])[N:22]=1. Procedure: In a similar manner as described for Example 9, N-(1-{3-[(3,4,5-trimethoxyphenyl)amino]-1,2,4-triazin-6-yl}ethyl)-1H-indole-2-carboxamide (Intermediate 33) (219 mg, 0.491 mmol), and 1,2,4-triazole (210 mg, 3.0 mmol) in pyridine (10 mL) and phosphorous oxychloride (0.14 mL, 1.5 mmol) gave 7-(1H-indol-2-yl)-5-methyl-N-(3,4,5-trimethoxyphenyl)imidazo[5,1-f][1,2,4]triazin-2-amine (128 mg, 61%) as a yellow solid: 1H NMR (DMSO-d6): δ11.85 (s, 1H), 9.67 (s, 1H), 9.26 (s, 1H) 7.55 (s, 1H), 7.52 (d, J=8.... The reactants are O (water), CC(C)([O-])C.[K+] (Potassium tert-butoxide), N1=C(C=CC2=CC=CC=C12)C=O (2-quinolinecarbaldehyde), 1-(4-ethoxycarbonyl)butyltriphenylphosphonium bromide. Run in CS(=O)C (DMSO). Run at time 30 minute. The product is N1=C(C=CC2=CC=CC=C12)/C=C/CCCC(=O)OCC (ethyl (E)-6-(2-quinolyl)-5-hexenoate), mixture. RXN SMILES: C[C:2]([CH3:5])([O-:4])C.[K+].[N:7]1[C:16]2[C:11](=[CH:12][CH:13]=[CH:14][CH:15]=2)[CH:10]=[CH:9][C:8]=1[CH:17]=O.[OH2:19]>CS(C)=O>[N:7]1[C:16]2[C:11](=[CH:12][CH:13]=[CH:14][CH:15]=2)[CH:10]=[CH:9][C:8]=1/[CH:17]=[CH:17]/[CH2:8][CH2:9][CH2:10][C:11]([O:4][CH2:2][CH3:5])=[O:19] |f:0.1|. Procedure: Potassium tert-butoxide (2.14 g) was added gradually to a solution of 2-quinolinecarbaldehyde (2.0 g) and 1-(4-ethoxycarbonyl)butyltriphenylphosphonium bromide (9.0 g) in DMSO (18 ml), and the mixture was stirred at room temperature for 30 minutes. This reaction mixture was poured into iced water and extracted with ether. The ether layer was washed with saturated aqueous sodium chloride solution twice and dried over anhydrous sodium sulfate. The solvent was then distilled off and the crude resid... Starting materials: Cc1cc(C(=O)O)ccc1B(O)O, Cc1cc(Br)ccc1N. The product is Cc1cc(-c2ccc(C(=O)O)cc2C)ccc1N. As a reaction SMILES: [B:10]([OH:11])([OH:12])[c:13]1[c:14]([CH3:22])[cH:15][c:16]([C:17](=[O:18])[OH:19])[cH:20][cH:21]1.[Br:1][c:2]1[cH:3][c:4]([CH3:9])[c:5]([NH2:6])[cH:7][cH:8]1>>[c:2]1(-[c:13]2[c:14]([CH3:22])[cH:15][c:16]([C:17](=[O:18])[OH:19])[cH:20][cH:21]2)[cH:3][c:4]([CH3:9])[c:5]([NH2:6])[cH:7][cH:8]1.